This data is from the Open Reaction Database (ORD), a public repository of structured organic reaction records. The task is: describe an organic reaction: reactants, conditions, products, and yield Product: IC=1C=NN(C1)CC(CC(=O)OCC)=O (ethyl 4-(4-iodo-1H-pyrazol-1-yl)-3-oxobutanoate). RXN SMILES: [H-].[Na+].[I:3][C:4]1[CH:5]=[N:6][NH:7][CH:8]=1.Cl[CH2:10][C:11](=[O:18])[CH2:12][C:13]([O:15][CH2:16][CH3:17])=[O:14]>C1COCC1.O>[I:3][C:4]1[CH:5]=[N:6][N:7]([CH2:10][C:11](=[O:18])[CH2:12][C:13]([O:15][CH2:16][CH3:17])=[O:14])[CH:8]=1 |f:0.1|. The reactants are [H-].[Na+] (Sodium hydride), IC=1C=NNC1 (4-iodo-1H-pyrazole), ClCC(CC(=O)OCC)=O (Ethyl 4-chloro-3-oxobutanoate). Reaction conditions: time 1 hour. Reported procedure: Sodium hydride (6 g, 250 mmol, 60 wt % in mineral oil) was added to mixture of 4-iodo-1H-pyrazole (10 g, 50 mmol) in THF (200 mL) at room temperature under N2. The mixture was stirred at room temperature for 1 hour. Ethyl 4-chloro-3-oxobutanoate (11.6 g, 75 mmol) was added and the mixture was stirred at room temperature for 12 hours. The mixture was diluted with water and extracted with EtOAc. The organic layer was dried over anhydrous sodium sulfate, filtered, and concentrated under reduced pre... Run in O (water), C1CCOC1 (THF). Reactants: FC=1C(=C(C=NCCC(C)(C)C)C=CC1)N1CC(CC1)F (N-(3-Fluoro-2-(3-fluoropyrrolidin-1-yl)benzylidene)-3,3-dimethylbutan-1-amine), S[C@H](C(=O)O)CC(=O)O ((S)-2-mercaptosuccinic acid). Run in C1(=CC=CC=C1)C (toluene). Yields the product CC(CCN1C(S[C@@H](C1=O)CC(=O)O)C1=C(C(=CC=C1)F)N1C[C@H](CC1)F)(C)C (2-((5R)-3-(3,3-dimethylbutyl)-2-(3-fluoro-2-((S)-3-fluoropyrrolidin-1-yl)phenyl)-4-oxothiazolidin-5-yl)acetic acid). Reaction SMILES: [F:1][C:2]1[C:3]([N:16]2[CH2:20][CH2:19][CH:18]([F:21])[CH2:17]2)=[C:4]([CH:13]=[CH:14][CH:15]=1)[CH:5]=[N:6][CH2:7][CH2:8][C:9]([CH3:12])([CH3:11])[CH3:10].[SH:22][C@@H:23]([CH2:27][C:28]([OH:30])=[O:29])[C:24](O)=[O:25]>C1(C)C=CC=CC=1>[CH3:10][C:9]([CH3:12])([CH3:11])[CH2:8][CH2:7][N:6]1[C:24](=[O:25])[C@@H:23]([CH2:27][C:28]([OH:30])=[O:29])[S:22][CH:5]1[C:4]1[CH:13]=[CH:14][CH:15]=[C:2]([F:1])[C:3]=1[N:16]1[CH2:20][CH2:19][C@H:18]([F:21])[CH2:17]1. Procedure: N-(3-Fluoro-2-(3-fluoropyrrolidin-1-yl)benzylidene)-3,3-dimethylbutan-1-amine (400 mg, 1.359 mmol) was taken in toluene and (S)-2-mercaptosuccinic acid (204.1 mg, 1.359 mmol) was added. The reaction mixture was refluxed overnight with a Dean Stark trap to remove the water. Then the reaction mixture was concentrated, triturated with ether and dried overnight to give crude 2-((5R)-3-(3,3-dimethylbutyl)-2-(3-fluoro-2-((S)-3-fluoropyrrolidin-1-yl)phenyl)-4-oxothiazolidin-5-yl)acetic acid which was u... The reactants are Intermediate 101, C(=O)C1=CC=C(C=C1)C1=CC=2C(=NC=CC2C=2C(=NN(C2)C)C2=CC=C(C=C2)NC(N(C)C)=O)N1 (N′-(4-{4-[2-(4-formylphenyl)-1H-pyrrolo[2,3-b]pyridin-4-yl]-1-methyl-1H-pyrazol-3-yl}phenyl)-N,N-dimethylurea), C(C)NCCO (2-(ethylamino)ethanol). Product: C(C)N(CCO)CC1=CC=C(C=C1)C1=CC=2C(=NC=CC2C=2C(=NN(C2)C)C2=CC=C(C=C2)NC(N(C)C)=O)N1 (N′-(4-{4-[2-(4-{[ethyl(2-hydroxyethyl)amino]methyl}phenyl)-1H-pyrrolo[2,3-b]pyridin-4-yl]-1-methyl-1H-pyrazol-3-yl}phenyl)-N,N-dimethylurea). RXN SMILES: [CH:1]([C:3]1[CH:8]=[CH:7][C:6]([C:9]2[NH:35][C:12]3=[N:13][CH:14]=[CH:15][C:16]([C:17]4[C:18]([C:23]5[CH:28]=[CH:27][C:26]([NH:29][C:30](=[O:34])[N:31]([CH3:33])[CH3:32])=[CH:25][CH:24]=5)=[N:19][N:20]([CH3:22])[CH:21]=4)=[C:11]3[CH:10]=2)=[CH:5][CH:4]=1)=O.[CH2:36]([NH:38][CH2:39][CH2:40][OH:41])[CH3:37]>>[CH2:36]([N:38]([CH2:1][C:3]1[CH:4]=[CH:5][C:6]([C:9]2[NH:35][C:12]3=[N:13][CH:14]=[CH:15][C:16]([C:17]4[C:18]([C:23]5[CH:28]=[CH:27][C:26]([NH:29][C:30](=[O:34])[N:31]([CH3:33])[CH3:32])=[CH:25][CH:24]=5)=[N:19][N:20]([CH3:22])[CH:21]=4)=[C:11]3[CH:10]=2)=[CH:7][CH:8]=1)[CH2:39][CH2:40][OH:41])[CH3:37]. Procedure details: Following the procedure described for Intermediate 101 using N′-(4-{4-[2-(4-formylphenyl)-1H-pyrrolo[2,3-b]pyridin-4-yl]-1-methyl-1H-pyrazol-3-yl}phenyl)-N,N-dimethylurea and 2-(ethylamino)ethanol provided the title compound. ESMS [M+H]+: 538.4